Dataset: the Open Reaction Database (ORD), a public repository of structured organic reaction records. Task: describe an organic reaction: reactants, conditions, products, and yield Reactants: CCO, CC(=O)[O-], Cl, NO, [Na+], O, O=C(NN=c1c(=O)c2ccccc2c1=O)Nc1ccccc1. The product is O=C(NN=c1c(=O)c2ccccc2c1=NO)Nc1ccccc1. As a reaction SMILES: [CH3:32][CH2:33][OH:34].[CH3:5][C:6](=[O:7])[O-:8].[ClH:1].[NH2:2][OH:3].[Na+:4].[OH2:31].[c:9]1([NH:15][C:16]([NH:17][N:18]=[c:19]2[c:20](=[O:29])[c:21]3[cH:22][cH:23][cH:24][cH:25][c:26]3[c:27]2=[O:28])=[O:30])[cH:10][cH:11][cH:12][cH:13][cH:14]1>>[N:2]([OH:3])=[c:20]1[c:19](=[N:18][NH:17][C:16]([NH:15][c:9]2[cH:10][cH:11][cH:12][cH:13][cH:14]2)=[O:30])[c:27](=[O:28])[c:26]2[c:21]1[cH:22][cH:23][cH:24][cH:25]2.